Dataset: the Open Reaction Database (ORD), a public repository of structured organic reaction records. Task: describe an organic reaction: reactants, conditions, products, and yield Yield: 9792.4%. Reported procedure: A solution of 10 g (47,3 mmol) 6-amino-7-chloro-2,3-dihydroxyquinoxaline in 200 ml O,5N sodium hydroxide was ice-cooled, and then 30 ml (0,36 mmol) ethyl chloroformate was added. Stirring was continued at 0° C. for 1 h and at 25° C. for 1 h. To the reaction mixture was added 1N hydrochloric acid to pH 2-3, and the precipitated product was filtered off and washed with water to give 12 g of a crude product. Recrystallization (dimethylsulfoxide-0,5N hydrochloric acid) gave 10 g (75%) 6-chloro-7-eth... Reactants: NC=1C=C2N=C(C(=NC2=CC1Cl)O)O (6-amino-7-chloro-2,3-dihydroxyquinoxaline), Cl (hydrochloric acid), [OH-].[Na+] (sodium hydroxide), ClC(=O)OCC (ethyl chloroformate). Yields the product ClC=1C=C2N=C(C(=NC2=CC1NC(=O)OCC)O)O (6-chloro-7-ethoxycarbonylamino-2,3-dihydroxyquinoxaline). RXN SMILES: [NH2:1][C:2]1[CH:3]=[C:4]2[C:9](=[CH:10][C:11]=1[Cl:12])[N:8]=[C:7]([OH:13])[C:6]([OH:14])=[N:5]2.[OH-].[Na+].Cl[C:18]([O:20][CH2:21][CH3:22])=[O:19].Cl>>[Cl:12][C:11]1[CH:10]=[C:9]2[C:4](=[CH:3][C:2]=1[NH:1][C:18]([O:20][CH2:21][CH3:22])=[O:19])[N:5]=[C:6]([OH:14])[C:7]([OH:13])=[N:8]2 |f:1.2|. Conditions: time 1 hour. Reactants: C(Cl)(Cl)Cl.CO (chloroform methanol), ClC1=NC(=NC=2NC3=CC=CC=C3C21)NC(C(C)(C)C)=O (N-(4-chloro-9H-pyrimido[4,5-b]indol-2-yl)-2,2-dimethylpropanamide), COC1=CC=C(NC)C=C1 (4-methoxy-N-methylaniline). Run at time 72 hour. The product is COC=1C=C(C=CC1)N(C1=NC(=NC=2NC3=CC=CC=C3C21)NC(C(C)(C)C)=O)C (N-{4-[(3-methoxyphenyl)(methyl)amino]-9H-pyrimido[4,5-b]indol-2-yl}-2,2-dimethylpropanamide). The yield is 45.0%. Reaction SMILES: Cl[C:2]1[C:14]2[C:13]3[C:8](=[CH:9][CH:10]=[CH:11][CH:12]=3)[NH:7][C:6]=2[N:5]=[C:4]([NH:15][C:16](=[O:21])[C:17]([CH3:20])([CH3:19])[CH3:18])[N:3]=1.CO[C:24]1[CH:31]=[CH:30][C:27]([NH:28][CH3:29])=[CH:26][CH:25]=1.C(Cl)(Cl)Cl.[CH3:36][OH:37]>>[CH3:36][O:37][C:31]1[CH:30]=[C:27]([N:28]([CH3:29])[C:2]2[C:14]3[C:13]4[C:8](=[CH:9][CH:10]=[CH:11][CH:12]=4)[NH:7][C:6]=3[N:5]=[C:4]([NH:15][C:16](=[O:21])[C:17]([CH3:20])([CH3:19])[CH3:18])[N:3]=2)[CH:26]=[CH:25][CH:24]=1 |f:2.3|. Procedure details: Using the general procedure described above, the reaction of 6 (180 mg, 0.59 mmol) and 4-methoxy-N-methylaniline (612 mg, 4.46 mmol) was run for 72 hours, to provide 109 mg of 9 as brown crystals in 45% yield, TLC Rf 0.62 (chloroform-methanol 15:1); mp 248.2-249° C.; 1H NMR (DMSO-d6) δ 1.26 (s, 9H, C(CH3)3), 3.61 (s, 3H, OCH3), 3.74 (s, 3H, NCH3), 5.76-7.29 (m, 8H, Ar—H), 9.49 (s, 1H, 2-NH, exch), 11.81 (s, 1H, 9-NH, exch). Anal. Calculated (C23H25N5O2. 0.55 CH3OH): C, 67.16; H, 6.51; N, 16.63. ...